Dataset: the Open Reaction Database (ORD), a public repository of structured organic reaction records. Task: describe an organic reaction: reactants, conditions, products, and yield Reactants: O=C([O-])[O-], C#CCBr, CN(C)C=O, O=C1C2=C(CCCC2)C(=O)N1c1cc(O)c(Cl)cc1F, [K+], [K+], O. The product is C#CCOc1cc(N2C(=O)C3=C(CCCC3)C2=O)c(F)cc1Cl. Reaction SMILES: [C:21](=[O:22])([O-:23])[O-:24].[CH2:27]([C:28]#[CH:29])[Br:30].[CH3:32][N:33]([CH3:34])[CH:35]=[O:36].[Cl:1][c:2]1[cH:3][c:4]([F:20])[c:5]([N:9]2[C:10](=[O:19])[C:11]3=[C:12]([C:13]2=[O:14])[CH2:15][CH2:16][CH2:17][CH2:18]3)[cH:6][c:7]1[OH:8].[K+:25].[K+:26].[OH2:31]>>[Cl:1][c:2]1[cH:3][c:4]([F:20])[c:5]([N:9]2[C:10](=[O:19])[C:11]3=[C:12]([C:13]2=[O:14])[CH2:15][CH2:16][CH2:17][CH2:18]3)[cH:6][c:7]1[O:8][CH2:29][C:28]#[CH:27]. The reactants are C[S-], Nc1cnc(Br)cn1, Nc1cnccn1, [Na+]. Yields the product CSc1cnc(N)cn1. As a reaction SMILES: [CH3:16][S-:17].[NH2:1][c:2]1[n:3][cH:4][c:5]([Br:8])[n:6][cH:7]1.[NH2:9][c:10]1[cH:11][n:12][cH:13][cH:14][n:15]1.[Na+:18]>>[NH2:1][c:2]1[n:3][cH:4][c:5]([S:17][CH3:16])[n:6][cH:7]1. The reactants are [H-].[H-].[H-].[H-].[Li+].[Al+3] (LiAlH4), C(C)OC(C(C(=O)OCC)C1=CC=C(C=C1)OC)=O (Diethyl-2-p-methoxyphenylmalonate). Solvent: C(C)OCC (ethyl ether), C(C)OCC (ethyl ether), C(C)OCC (ethyl ether). Run at temperature 40 celsius, time 40 hour. Yields the product COC1=CC=C(C=C1)C(CO)CO (2-(p-Methoxyphenyl)-propane-1,3-diol). Isolated yield 65.9%. As a reaction SMILES: [H-].[H-].[H-].[H-].[Li+].[Al+3].C([O:9][C:10](=O)[CH:11]([C:17]1[CH:22]=[CH:21][C:20]([O:23][CH3:24])=[CH:19][CH:18]=1)[C:12](OCC)=[O:13])C>C(OCC)C>[CH3:24][O:23][C:20]1[CH:19]=[CH:18][C:17]([CH:11]([CH2:12][OH:13])[CH2:10][OH:9])=[CH:22][CH:21]=1 |f:0.1.2.3.4.5|. Reported procedure: LiAlH4 (5.75 g, 0.15 mol) was suspended in ethyl ether (150 mL), and into this suspension solution compound 19 (16.85 g, 0.10 mol) dissolved in 50 ml ethyl ether was added dropwise. The resulting solution was stirred at 40° C. for 40 hr, and cooled in ice bath, and ethyl ether (15 ml) was introduced dropwise to destroy the excess LiAlH4 remaining in the solution. After the addition was completed, the resulting solution was added with 200 ml HCl aqueous solution (HCl/H2O, 1:2) and stirred for one... Starting materials: NC1=C(C=C(C=C1)Cl)S(=O)(=O)N (2-amino-5-chlorobenzenesulfonamide), ClC1=CC(=C(C=C1)/C=C/S(=O)(=O)Cl)OC ((E)-2-(4-chloro-2-methoxyphenyl)ethenesulfonyl chloride). The solvent is N1=CC=CC=C1 (pyridine). The product is ClC=1C=CC(=C(C1)S(=O)(=O)N)NS(=O)(=O)\C=C\C1=C(C=C(C=C1)Cl)OC ((E)-5-Chloro-2-(2-(4-chloro-2-methoxyphenyl)vinylsulfonamido)benzenesulfonamide). Yield: 99.5%. As a reaction SMILES: [NH2:1][C:2]1[CH:7]=[CH:6][C:5]([Cl:8])=[CH:4][C:3]=1[S:9]([NH2:12])(=[O:11])=[O:10].[Cl:13][C:14]1[CH:19]=[CH:18][C:17](/[CH:20]=[CH:21]/[S:22](Cl)(=[O:24])=[O:23])=[C:16]([O:26][CH3:27])[CH:15]=1>N1C=CC=CC=1>[Cl:8][C:5]1[CH:6]=[CH:7][C:2]([NH:1][S:22](/[CH:21]=[CH:20]/[C:17]2[CH:18]=[CH:19][C:14]([Cl:13])=[CH:15][C:16]=2[O:26][CH3:27])(=[O:23])=[O:24])=[C:3]([S:9]([NH2:12])(=[O:11])=[O:10])[CH:4]=1. Procedure: A solution of 2-amino-5-chlorobenzenesulfonamide (0.041 g, 0.20 mmol) and (E)-2-(4-chloro-2-methoxyphenyl)ethenesulfonyl chloride (0.053 g, 0.20 mmol) in pyridine (2 mL) was stirred at room temperature over night. The reaction mixture was concentrated, 1 M hydrochloric acid was added and the mixture was extracted with dichloromethane. The organic phase was dried over magnesium sulfate and the solvent was evaporated to give 0.087 g (99% yield) of the title compound.